From a dataset of the Open Reaction Database (ORD), a public repository of structured organic reaction records. describe an organic reaction: reactants, conditions, products, and yield The reactants are CC(C)(C)OC(=O)NN=Cc1ccccc1, [H][H], C1CCOC1. Product: CC(C)(C)OC(=O)NNCc1ccccc1. RXN SMILES: [C:1]([CH3:2])([CH3:3])([CH3:4])[O:5][C:6](=[O:7])[NH:8][N:9]=[CH:10][c:11]1[cH:12][cH:13][cH:14][cH:15][cH:16]1.[H:17][H:18].[O:19]1[CH2:20][CH2:21][CH2:22][CH2:23]1>>[C:1]([CH3:2])([CH3:3])([CH3:4])[O:5][C:6](=[O:7])[NH:8][NH:9][CH2:10][c:11]1[cH:12][cH:13][cH:14][cH:15][cH:16]1.